From a dataset of the Open Reaction Database (ORD), a public repository of structured organic reaction records. describe an organic reaction: reactants, conditions, products, and yield The reactants are C(Br)C1CO1 (epibromohydrin), C1(C=2C(C(N1)=O)=CC=CC2)=O.[K] (potassium phthalimide), O (water). Solvent: CN(C)C=O (DMF). Conditions: temperature 120 celsius, time 3 hour. Product: O1C(CN2C(C=3C(C2=O)=CC=CC3)=O)C1 (N-(2,3-epoxypropyl)phthalimide). Yield: 51.2%. As a reaction SMILES: [C:1]1(=[O:11])[NH:5][C:4](=[O:6])[C:3]2=[CH:7][CH:8]=[CH:9][CH:10]=[C:2]12.[K].[CH2:13]([CH:15]1[O:17][CH2:16]1)Br.O>CN(C=O)C>[O:17]1[CH2:16][CH:15]1[CH2:13][N:5]1[C:1](=[O:11])[C:2]2=[CH:10][CH:9]=[CH:8][CH:7]=[C:3]2[C:4]1=[O:6] |f:0.1,^1:11|. Procedure: Step1: To a suspension of potassium phthalimide (5.0 g, 27 mmol) in DMF (75 ml) was added epibromohydrin (2.5 ml, 29 mmol), and the mixture was stirred at 120° C. for 3 h. After adding water, the mixture was extracted with (hexane/ethyl acetate=3/1), washed with brine, dried over magnesium sulfate, and then filtered. Concentrating under vacuum gave N-(2,3-epoxypropyl)phthalimide (2.81 g, 51%) which was used in the next step without further purification. Reaction SMILES: CO[C:3](=[O:36])[CH:4]([C:26]1[CH:31]=[C:30]([O:32][CH3:33])[CH:29]=[C:28]([O:34][CH3:35])[CH:27]=1)[CH2:5][C:6]1[C:7]([NH:19]C2C=CC=CC=2)=[N:8][C:9]([NH:12]C2C=CC=CC=2)=[N:10][CH:11]=1.S(=O)(=O)(O)O.[C:42](O)(=O)[CH3:43]>C(OCC)(=O)C>[CH3:35][O:34][C:28]1[CH:27]=[C:26]([CH:4]2[C:3](=[O:36])[N:19]([C:43]3[CH:42]=[CH:6][CH:5]=[CH:4][CH:3]=3)[C:7]3[N:8]=[C:9]([NH:12][C:26]4[CH:31]=[CH:30][CH:29]=[CH:28][CH:27]=4)[N:10]=[CH:11][C:6]=3[CH2:5]2)[CH:31]=[C:30]([O:32][CH3:33])[CH:29]=1. Procedure details: To a solution of 3-(2,4-diphenylamino-pyrimidin-5-yl)-2-(3,5-dimethoxy-phenyl)-propionic acid methyl ester (0.11 mg, 0.23 mmol) (from Example 3c supra) in glacial acetic acid (2 mL) was added concentrated sulfuric acid (0.1 mL) in one portion. The reaction mixture was heated at 120° C. overnight. The reaction mixture was then diluted with ethyl acetate (50 mL) and quenched with 2 N aqueous sodium hydroxide solution. The organic layer was separated and successively washed with water (10 mL) and b... The reactants are COC(C(CC=1C(=NC(=NC1)NC1=CC=CC=C1)NC1=CC=CC=C1)C1=CC(=CC(=C1)OC)OC)=O (3-(2,4-diphenylamino-pyrimidin-5-yl)-2-(3,5-dimethoxy-phenyl)-propionic acid methyl ester), S(O)(O)(=O)=O (sulfuric acid), C(C)(=O)O (acetic acid). Conditions: temperature 120 celsius. Product: COC=1C=C(C=C(C1)OC)C1CC2=C(N=C(N=C2)NC2=CC=CC=C2)N(C1=O)C1=CC=CC=C1 (6-(3,5-dimethoxy-phenyl)-8-phenyl-2-phenylamino-5,8-dihydro-6H-pyrido[2,3-d]pyrimidin-7-one). Run in C(C)(=O)OCC (ethyl acetate). Starting materials: C(C)(=O)OCC (ethyl acetate), BrC1=CC=C(C(C=O)=C1)O (5-bromosalicylaldehyde), C(C=C)(=O)OC(C)(C)C (tert-butyl acrylate), CC(C)([O-])C.[K+] (potassium tert-butoxide). Run in C(C)(C)(C)O (tert-butanol). Product: BrC=1C=CC2=C(C=C(CO2)C(=O)OC(C)(C)C)C1 (tert-butyl 6-bromo-2H-1-benzopyran-3-carboxylate). As a reaction SMILES: [Br:1][C:2]1[CH:9]=[C:6]([CH:7]=O)[C:5]([OH:10])=[CH:4][CH:3]=1.[C:11]([O:15][C:16]([CH3:19])([CH3:18])[CH3:17])(=[O:14])[CH:12]=[CH2:13].CC(C)([O-])C.[K+].C(OCC)(=O)C>C(O)(C)(C)C>[Br:1][C:2]1[CH:3]=[CH:4][C:5]2[O:10][CH2:13][C:12]([C:11]([O:15][C:16]([CH3:19])([CH3:18])[CH3:17])=[O:14])=[CH:7][C:6]=2[CH:9]=1 |f:2.3|. Procedure: To a solution of 5-bromosalicylaldehyde (10.0 g) and tert-butyl acrylate (17.5 ml) in tert-butanol (100 ml) was added potassium tert-butoxide (1.67 g) at room temperature, and the mixture was refluxed for 66 hours and cooled to room temperature. To the mixture was added ethyl acetate, and the mixture was washed with water, 1N sodium hydroxide and saturated sodium chloride solution, dried with magnesium sulfate and concentrated. The residue was separated and purified with column chromatography (e...